From a dataset of the Open Reaction Database (ORD), a public repository of structured organic reaction records. describe an organic reaction: reactants, conditions, products, and yield Starting materials: FC1=CC=C(C=C1)[Mg]Br (4-fluorophenylmagnesiumbromide), N12CCC(CC1)(CC2)C(=O)OCC (Ethyl 1-azabicyclo[2.2.2]octane-4-carboxylate). The solvent is C1CCOC1 (THF). Yields the product N12CCC(CC1)(CC2)C(O)(C2=CC=C(C=C2)F)C2=CC=C(C=C2)F (1-azabicyclo[2.2.2]oct-4-yl[bis(4-fluorophenyl)]methanol). Isolated yield 88.6%. As a reaction SMILES: [F:1][C:2]1[CH:7]=[CH:6][C:5]([Mg]Br)=[CH:4][CH:3]=1.[N:10]12[CH2:17][CH2:16][C:13]([C:18]([O:20]CC)=O)([CH2:14][CH2:15]1)[CH2:12][CH2:11]2>C1COCC1>[N:10]12[CH2:11][CH2:12][C:13]([C:18]([C:5]3[CH:6]=[CH:7][C:2]([F:1])=[CH:3][CH:4]=3)([C:5]3[CH:6]=[CH:7][C:2]([F:1])=[CH:3][CH:4]=3)[OH:20])([CH2:14][CH2:15]1)[CH2:16][CH2:17]2. Reported procedure: A solution of 4-fluorophenylmagnesiumbromide (1.0 M in THF, 4.4 mL, 4.4 mmol) was chilled down to 0° C. under Ar. Ethyl 1-azabicyclo[2.2.2]octane-4-carboxylate (0.1973 g, 1.08 mmol) in THF (4 mL) was slowly added to the reaction mixture at 0° C. over 20 min. The reaction was allowed to warm up to room temperature and then heated at 60° C. for 16 h. The reaction was chilled in an ice bath, quenched with saturated NH4Cl, and concentrated under vacuum. The resulting residue was treated with H2O and... Reactants: CCCCNc1cc(Br)ccc1C(=O)OCc1ccccc1, O=C([O-])[O-], CC1(C)OB(c2ccc3c(c2)CCC(CN(Cc2ccccc2)CC(COc2ccccc2)O[Si](C)(C)C(C)(C)C)O3)OC1(C)C, Cc1ccccc1, [Na+], [Na+], C1CCOC1. Product: CCCCNc1cc(-c2ccc3c(c2)CCC(CN(Cc2ccccc2)CC(COc2ccccc2)O[Si](C)(C)C(C)(C)C)O3)ccc1C(=O)OCc1ccccc1. Reaction SMILES: [Br:53][c:54]1[cH:55][c:56]([NH:70][CH2:71][CH2:72][CH2:73][CH3:74])[c:57]([C:58](=[O:59])[O:60][CH2:61][c:62]2[cH:63][cH:64][cH:65][cH:66][cH:67]2)[cH:68][cH:69]1.[C:47](=[O:48])([O-:49])[O-:50].[CH3:1][C:2]1([CH3:3])[C:4]([CH3:5])([CH3:6])[O:7][B:8]([c:9]2[cH:10][c:11]3[c:16]([cH:17][cH:18]2)[O:15][CH:14]([CH2:19][N:20]([CH2:21][CH:22]([CH2:23][O:24][c:25]2[cH:26][cH:27][cH:28][cH:29][cH:30]2)[O:31][Si:32]([CH3:33])([CH3:34])[C:35]([CH3:36])([CH3:37])[CH3:38])[CH2:39][c:40]2[cH:41][cH:42][cH:43][cH:44][cH:45]2)[CH2:13][CH2:12]3)[O:46]1.[CH3:75][c:76]1[cH:77][cH:78][cH:79][cH:80][cH:81]1.[Na+:51].[Na+:52].[O:82]1[CH2:83][CH2:84][CH2:85][CH2:86]1>>[c:9]1(-[c:54]2[cH:55][c:56]([NH:70][CH2:71][CH2:72][CH2:73][CH3:74])[c:57]([C:58](=[O:59])[O:60][CH2:61][c:62]3[cH:63][cH:64][cH:65][cH:66][cH:67]3)[cH:68][cH:69]2)[cH:10][c:11]2[c:16]([cH:17][cH:18]1)[O:15][CH:14]([CH2:19][N:20]([CH2:21][CH:22]([CH2:23][O:24][c:25]1[cH:26][cH:27][cH:28][cH:29][cH:30]1)[O:31][Si:32]([CH3:33])([CH3:34])[C:35]([CH3:36])([CH3:37])[CH3:38])[CH2:39][c:40]1[cH:41][cH:42][cH:43][cH:44][cH:45]1)[CH2:13][CH2:12]2. Starting materials: CCCC(=O)Nc1snc(C)c1C#N, [NH4+], [OH-], OO. The product is CCCC(=O)Nc1snc(C)c1C(N)=O. Reaction SMILES: [C:1](#[N:2])[c:3]1[c:4]([CH3:14])[n:5][s:6][c:7]1[NH:8][C:9]([CH2:10][CH2:11][CH3:12])=[O:13].[NH4+:18].[OH-:17].[OH:15][OH:16]>>[C:1]([NH2:2])([c:3]1[c:4]([CH3:14])[n:5][s:6][c:7]1[NH:8][C:9]([CH2:10][CH2:11][CH3:12])=[O:13])=[O:15]. Starting materials: CC(=O)O, O=N[O-], Nc1cc(OCc2ccccc2)nc(N)n1, [Na+], O. Product: Nc1nc(N)c(N=O)c(OCc2ccccc2)n1. RXN SMILES: [CH3:21][C:22](=[O:23])[OH:24].[N:17](=[O:18])[O-:19].[NH2:1][c:2]1[n:3][c:4]([NH2:16])[cH:5][c:6]([O:8][CH2:9][c:10]2[cH:11][cH:12][cH:13][cH:14][cH:15]2)[n:7]1.[Na+:20].[OH2:25]>>[NH2:1][c:2]1[n:3][c:4]([NH2:16])[c:5]([N:17]=[O:18])[c:6]([O:8][CH2:9][c:10]2[cH:11][cH:12][cH:13][cH:14][cH:15]2)[n:7]1. Reactants: CC1CC(NN=C1C=1C=C2CCC(N(C2=CC1)C)=O)=O (6-(5-methyl-3-oxo-2,3,4,5-tetrahydropyridazin-6-yl)-1-methyl-1,2,3,4-tetrahydroquinolin-2-one), [H-].[Na+] (sodium hydride), O (water), C(C)Br (ethyl bromide). RXN SMILES: [CH3:1][CH:2]1[C:7]([C:8]2[CH:9]=[C:10]3[C:15](=[CH:16][CH:17]=2)[N:14]([CH3:18])[C:13](=[O:19])[CH2:12][CH2:11]3)=[N:6][NH:5][C:4](=[O:20])[CH2:3]1.[H-].[Na+].[CH2:23](Br)[CH3:24].O>CN(C)C=O>[CH2:23]([N:5]1[C:4](=[O:20])[CH2:3][CH:2]([CH3:1])[C:7]([C:8]2[CH:9]=[C:10]3[C:15](=[CH:16][CH:17]=2)[N:14]([CH3:18])[C:13](=[O:19])[CH2:12][CH2:11]3)=[N:6]1)[CH3:24] |f:1.2|. Run at time 30 minute. Run in CN(C=O)C (dimethylformamide). The product is C(C)N1N=C(C(CC1=O)C)C=1C=C2CCC(N(C2=CC1)C)=O (6-(2-ethyl-5-methyl-3-oxo-2,3,4,5-tetrahydropyridazin-6-yl)-1-methyl-1,2,3,4-tetrahydroquinolin-2-one). The yield is 62.1%. Reported procedure: To a solution of 5.4 g of 6-(5-methyl-3-oxo-2,3,4,5-tetrahydropyridazin-6-yl)-1-methyl-1,2,3,4-tetrahydroquinolin-2-one in 50 ml of dimethylformamide was added 1.1 g of 50% sodium hydride. After stirring for about 30 minutes, 2.4 g of ethyl bromide was added and the mixture was stirred at about 40° C. for one hour. The reaction mixture was poured into 200 ml of water and extracted with 100 ml of ethyl acetate. The extract was dried over magnesium sulfate and concentrated under reduced pressure. ... The reactants are CN(C)C=O, [H-], NS(N)(=O)=O, [Na+], O=C(O)CNC(=O)NCCCCC1CCSS1. Yields the product NS(=O)(=O)NC(=O)CNC(=O)NCCCCC1CCSS1. Reaction SMILES: [CH3:25][N:26]([CH3:27])[CH:28]=[O:29].[H-:23].[NH2:18][S:19]([NH2:20])(=[O:21])=[O:22].[Na+:24].[S:1]1[S:2][CH:3]([CH2:6][CH2:7][CH2:8][CH2:9][NH:10][C:11]([NH:12][CH2:13][C:14](=[O:15])[OH:16])=[O:17])[CH2:4][CH2:5]1>>[S:1]1[S:2][CH:3]([CH2:6][CH2:7][CH2:8][CH2:9][NH:10][C:11]([NH:12][CH2:13][C:14](=[O:15])[NH:18][S:19]([NH2:20])(=[O:21])=[O:22])=[O:17])[CH2:4][CH2:5]1. The product is Fc1cccc(F)c1C1=NCC(=S)Nc2ccc(Cl)cc21. As a reaction SMILES: [Cl:1][c:2]1[cH:3][cH:4][c:5]2[c:6]([cH:21]1)[C:7]([c:13]1[c:14]([F:20])[cH:15][cH:16][cH:17][c:18]1[F:19])=[N:8][CH2:9][C:10](=[O:12])[NH:11]2.[P:22]12(=[S:23])[S:24][P:25]3(=[S:35])[S:26][P:27](=[S:33])([S:28][P:29](=[S:32])([S:30]3)[S:31]1)[S:34]2.[cH:36]1[cH:37][cH:38][n:39][cH:40][cH:41]1>>[Cl:1][c:2]1[cH:3][cH:4][c:5]2[c:6]([cH:21]1)[C:7]([c:13]1[c:14]([F:20])[cH:15][cH:16][cH:17][c:18]1[F:19])=[N:8][CH2:9][C:10](=[S:23])[NH:11]2. The reactants are O=C1CN=C(c2c(F)cccc2F)c2cc(Cl)ccc2N1, S=P12SP3(=S)SP(=S)(S1)SP(=S)(S2)S3, c1ccncc1. The reactants are C(C=C)NC=1C=CC=2N(N1)C(=CN2)Br (N-allyl-3-bromoimidazo[1,2-b]pyridazin-6-amine), C(C=C)NC(=O)C1=CC=C(C=C1)B(O)O ((4-(allylcarbamoyl)phenyl)boronic acid), C(CCC)O (n-butanol), C([O-])([O-])=O.[Na+].[Na+] (sodium carbonate). The reagents and catalysts are C1=CC=C(C=C1)P([C-]2C=CC=C2)C3=CC=CC=C3.C1=CC=C(C=C1)P([C-]2C=CC=C2)C3=CC=CC=C3.Cl[Pd]Cl.[Fe+2] ([1,1′-bis(diphenylphosphino)ferrocene]dichloropalladium(II)). Run in O (water). Reaction conditions: temperature 100 celsius. Yields the product C(C=C)NC(C1=CC=C(C=C1)C1=CN=C2N1N=C(C=C2)NCC=C)=O (N-allyl-4-(6-(allylamino)imidazo[1,2-b]pyridazin-3-yl)benzamide). Reaction SMILES: [CH2:1]([NH:4][C:5]1[CH:6]=[CH:7][C:8]2[N:9]([C:11](Br)=[CH:12][N:13]=2)[N:10]=1)[CH:2]=[CH2:3].[CH2:15]([NH:18][C:19]([C:21]1[CH:26]=[CH:25][C:24](B(O)O)=[CH:23][CH:22]=1)=[O:20])[CH:16]=[CH2:17].C(O)CCC.C(=O)([O-])[O-].[Na+].[Na+]>O.C1C=CC(P(C2C=CC=CC=2)[C-]2C=CC=C2)=CC=1.C1C=CC(P(C2C=CC=CC=2)[C-]2C=CC=C2)=CC=1.Cl[Pd]Cl.[Fe+2]>[CH2:15]([NH:18][C:19](=[O:20])[C:21]1[CH:26]=[CH:25][C:24]([C:11]2[N:9]3[N:10]=[C:5]([NH:4][CH2:1][CH:2]=[CH2:3])[CH:6]=[CH:7][C:8]3=[N:13][CH:12]=2)=[CH:23][CH:22]=1)[CH:16]=[CH2:17] |f:3.4.5,7.8.9.10|. Procedure: To a mixture of N-allyl-3-bromoimidazo[1,2-b]pyridazin-6-amine (365 mg, 1.44 mmol), (4-(allylcarbamoyl)phenyl)boronic acid (615 mg, 3.0 mmol), [1,1′-bis(diphenylphosphino)ferrocene]dichloropalladium(II) (62 mg, 0.085 mmol) was added n-butanol (3 mL) and 2 M aqueous sodium carbonate (2 mL). The resulting mixture was heated at 100° C. for 5 h. The reaction was then diluted with water, extracted with ethyl acetate, and purified by silica gel column (10% methanol in ethyl acetate) followed by prepar... Starting materials: O=C(O)c1ccc(NCCCCCCCCCCCCCCCCBr)cc1, CO, [Na+], [Na+], O=C([O-])[O-]. Product: COC(=O)c1ccc(NCCCCCCCCCCCCCCCCBr)cc1. RXN SMILES: [Br:1][CH2:2][CH2:3][CH2:4][CH2:5][CH2:6][CH2:7][CH2:8][CH2:9][CH2:10][CH2:11][CH2:12][CH2:13][CH2:14][CH2:15][CH2:16][CH2:17][NH:18][c:19]1[cH:20][cH:21][c:22]([C:23](=[O:24])[OH:25])[cH:26][cH:27]1.[CH3:34][OH:35].[Na+:28].[Na+:29].[O-:30][C:31](=[O:32])[O-:33]>>[Br:1][CH2:2][CH2:3][CH2:4][CH2:5][CH2:6][CH2:7][CH2:8][CH2:9][CH2:10][CH2:11][CH2:12][CH2:13][CH2:14][CH2:15][CH2:16][CH2:17][NH:18][c:19]1[cH:20][cH:21][c:22]([C:23](=[O:24])[O:25][CH3:31])[cH:26][cH:27]1. The reactants are COCCOC, COC(=O)C1=Cc2cc(-c3ccc(Cl)cc3)ccc2S(=O)(=O)CC1, Cl. Product: O=C(O)C1=Cc2cc(-c3ccc(Cl)cc3)ccc2S(=O)(=O)CC1. RXN SMILES: [CH3:26][O:27][CH2:28][CH2:29][O:30][CH3:31].[Cl:1][c:2]1[cH:3][cH:4][c:5](-[c:8]2[cH:9][cH:10][c:11]3[c:12]([cH:24]2)[CH:13]=[C:14]([C:20](=[O:21])[O:22][CH3:23])[CH2:15][CH2:16][S:17]3(=[O:18])=[O:19])[cH:6][cH:7]1.[ClH:25]>>[Cl:1][c:2]1[cH:3][cH:4][c:5](-[c:8]2[cH:9][cH:10][c:11]3[c:12]([cH:24]2)[CH:13]=[C:14]([C:20](=[O:21])[OH:22])[CH2:15][CH2:16][S:17]3(=[O:18])=[O:19])[cH:6][cH:7]1.